From a dataset of the Open Reaction Database (ORD), a public repository of structured organic reaction records. describe an organic reaction: reactants, conditions, products, and yield Reactants: ClCCl, Cl, C1CCC2=NCCCN2CC1, O=C1c2ccccc2C(=O)N1c1n[nH]c2cc(O)ccc12, CC(C)(C)[Si](C)(C)Cl. The product is CC(C)(C)[Si](C)(C)Oc1ccc2c(N3C(=O)c4ccccc4C3=O)n[nH]c2c1. RXN SMILES: [Cl:41][CH2:42][Cl:43].[ClH:44].[N:30]12[CH2:31][CH2:32][CH2:33][N:34]=[C:35]1[CH2:36][CH2:37][CH2:38][CH2:39][CH2:40]2.[OH:1][c:2]1[cH:3][cH:4][c:5]2[c:6]([N:11]3[C:12](=[O:21])[c:13]4[cH:14][cH:15][cH:16][cH:17][c:18]4[C:19]3=[O:20])[n:7][nH:8][c:9]2[cH:10]1.[Si:22]([CH3:23])([CH3:24])([C:25]([CH3:26])([CH3:27])[CH3:28])[Cl:29]>>[O:1]([c:2]1[cH:3][cH:4][c:5]2[c:6]([N:11]3[C:12](=[O:21])[c:13]4[cH:14][cH:15][cH:16][cH:17][c:18]4[C:19]3=[O:20])[n:7][nH:8][c:9]2[cH:10]1)[Si:22]([CH3:23])([CH3:24])[C:25]([CH3:26])([CH3:27])[CH3:28].